This data is from the Open Reaction Database (ORD), a public repository of structured organic reaction records. The task is: describe an organic reaction: reactants, conditions, products, and yield Reactants: [BH4-], Cl, [Na+], O, O=Cc1cc(O)c(O)c([N+](=O)[O-])c1. The product is O=[N+]([O-])c1cc(CO)cc(O)c1O. As a reaction SMILES: [BH4-:1].[ClH:16].[Na+:2].[OH2:17].[OH:3][c:4]1[cH:5][c:6]([CH:7]=[O:8])[cH:9][c:10]([N+:13](=[O:14])[O-:15])[c:11]1[OH:12]>>[OH:3][c:4]1[cH:5][c:6]([CH2:7][OH:8])[cH:9][c:10]([N+:13](=[O:14])[O-:15])[c:11]1[OH:12].